This data is from the Open Reaction Database (ORD), a public repository of structured organic reaction records. The task is: describe an organic reaction: reactants, conditions, products, and yield Starting materials: [OH-].[K+] (potassium hydroxide), C1(=CC=CC=C1)C1CCNCC1 (4-Phenylpiperidine), O (water), [N+](=O)(O)[O-] (nitric acid). Solvent: S(O)(O)(=O)=O (sulphuric acid). Conditions: time 8 hour. The product is [N+](=O)([O-])C1=CC=C(C=C1)C1CCNCC1 (4-(4-nitrophenyl) piperidine). Isolated yield 40.0%. Reaction SMILES: [C:1]1([CH:7]2[CH2:12][CH2:11][NH:10][CH2:9][CH2:8]2)[CH:6]=[CH:5][CH:4]=[CH:3][CH:2]=1.[N+:13]([O-])([OH:15])=[O:14].O.[OH-].[K+]>S(=O)(=O)(O)O>[N+:13]([C:4]1[CH:5]=[CH:6][C:1]([CH:7]2[CH2:8][CH2:9][NH:10][CH2:11][CH2:12]2)=[CH:2][CH:3]=1)([O-:15])=[O:14] |f:3.4|. Procedure details: 4-Phenylpiperidine (22 g, 0.14 mol) was dissolved in concentrated sulphuric acid (44 g) and concentrated nitric acid (12 ml) was then added dropwise such that the temperature did not rise above 5° C. The reaction was then warmed slowly to room temperature and stirred overnight. The reaction mixture was then poured into water and made basic with 2N aqueous potassium hydroxide. After extraction with ether (3×150 ml), the combined organic extracts were dried with sodium sulphate and evaporated in v... The reactants are CC(C)(C)OC(=O)Nc1cscc1NC(=O)c1ccc(COS(C)(=O)=O)cn1, CN(C)CCN, CCOC(C)=O, CC#N, ClCCl, O. Product: CN(C)CCNCc1ccc(C(=O)Nc2cscc2NC(=O)OC(C)(C)C)nc1. As a reaction SMILES: [C:1]([CH3:2])([CH3:3])([CH3:4])[O:5][C:6](=[O:7])[NH:8][c:9]1[c:10]([NH:14][C:15](=[O:16])[c:17]2[n:18][cH:19][c:20]([CH2:23][O:24][S:25]([CH3:26])(=[O:27])=[O:28])[cH:21][cH:22]2)[cH:11][s:12][cH:13]1.[CH3:29][N:30]([CH2:31][CH2:32][NH2:33])[CH3:34].[CH3:35][CH2:36][O:37][C:38](=[O:39])[CH3:40].[CH3:45][C:46]#[N:47].[Cl:42][CH2:43][Cl:44].[OH2:41]>>[C:1]([CH3:2])([CH3:3])([CH3:4])[O:5][C:6](=[O:7])[NH:8][c:9]1[c:10]([NH:14][C:15](=[O:16])[c:17]2[n:18][cH:19][c:20]([CH2:23][NH:33][CH2:32][CH2:31][N:30]([CH3:29])[CH3:34])[cH:21][cH:22]2)[cH:11][s:12][cH:13]1. The reactants are CN(C)C=O, [H][H], NC(=O)CCC(C(=O)O)N1C(=O)c2cccc([N+](=O)[O-])c2C1=O. The product is NC(=O)CCC(C(=O)O)N1C(=O)c2cccc(N)c2C1=O. RXN SMILES: [CH3:26][N:27]([CH3:28])[CH:29]=[O:30].[H:24][H:25].[N+:1]([O-:2])(=[O:3])[c:4]1[c:5]2[c:9]([cH:10][cH:11][cH:12]1)[C:8](=[O:13])[N:7]([CH:14]([C:15](=[O:16])[OH:17])[CH2:18][CH2:19][C:20]([NH2:21])=[O:22])[C:6]2=[O:23]>>[NH2:1][c:4]1[c:5]2[c:9]([cH:10][cH:11][cH:12]1)[C:8](=[O:13])[N:7]([CH:14]([C:15](=[O:16])[OH:17])[CH2:18][CH2:19][C:20]([NH2:21])=[O:22])[C:6]2=[O:23]. Starting materials: CN(C)CCN, [Cu], COc1ccc(COc2ccc(I)cn2)cc1, [N-]=[N+]=[N-], [Na+]. Product: COc1ccc(COc2ccc(N=[N+]=[N-])cn2)cc1. As a reaction SMILES: [CH3:22][N:23]([CH3:24])[CH2:25][CH2:26][NH2:27].[Cu:28].[I:1][c:2]1[cH:3][cH:4][c:5]([O:8][CH2:9][c:10]2[cH:11][cH:12][c:13]([O:16][CH3:17])[cH:14][cH:15]2)[n:6][cH:7]1.[N-:19]=[N+:20]=[N-:21].[Na+:18]>>[c:2]1([N:19]=[N+:20]=[N-:21])[cH:3][cH:4][c:5]([O:8][CH2:9][c:10]2[cH:11][cH:12][c:13]([O:16][CH3:17])[cH:14][cH:15]2)[n:6][cH:7]1. Reactants: COC1=NC=C(C=2CCCCC12)NC=1C=C(C(=O)OCC)C=CC1 (ethyl 3-(1-methoxy-5,6,7,8-tetrahydroisoquinolin-4-ylamino)benzoate), COC1=NC=C(C=2CCCCC12)NC=1C=C(C(=O)OCC)C=CC1 (ethyl 3-(1-methoxy-5,6,7,8-tetrahydroisoquinolin-4-ylamino)benzoate), [OH-].[K+] (KOH). Solvent: C(C)O (ethanol). Reaction conditions: time 2 hour. Yields the product O=C1NC=C(C=2CCCCC12)NC=1C=C(C(=O)O)C=CC1 (3-(1-Oxo-1,2,5,6,7,8-hexahydroisoquinolin-4-ylamino)benzoic acid). RXN SMILES: C[O:2][C:3]1[C:12]2[CH2:11][CH2:10][CH2:9][CH2:8][C:7]=2[C:6]([NH:13][C:14]2[CH:15]=[C:16]([CH:22]=[CH:23][CH:24]=2)[C:17]([O:19]CC)=[O:18])=[CH:5][N:4]=1.[OH-].[K+]>C(O)C>[O:2]=[C:3]1[C:12]2[CH2:11][CH2:10][CH2:9][CH2:8][C:7]=2[C:6]([NH:13][C:14]2[CH:15]=[C:16]([CH:22]=[CH:23][CH:24]=2)[C:17]([OH:19])=[O:18])=[CH:5][NH:4]1 |f:1.2|. Procedure details: 180 mg (0.58 mmol) of ethyl 3-(1-methoxy-5,6,7,8-tetrahydroisoquinolin-4-ylamino)benzoate (compound 38) are introduced into 3 ml of ethanol and, at room temperature, 3 ml of 2N KOH are added. After two hours, the solvent is removed in vacuo and the residue is taken up in 5 ml of H2O and acidified with 2N HCl. The resulting precipitate is filtered off with suction and dried. Yield: 123 mg (75%). Reactants: NCCO, CC1CO1, CO, CC(C)O, ClC(Cl)(Cl)CC1CO1. Yields the product CC(O)CN(CCO)CC(O)CC(Cl)(Cl)Cl. Reaction SMILES: [CH2:1]([OH:2])[CH2:3][NH2:4].[CH2:5]1[CH:6]([CH3:7])[O:8]1.[CH3:17][OH:18].[CH:19]([OH:20])([CH3:21])[CH3:22].[Cl:9][C:10]([CH2:11][CH:12]1[CH2:13][O:14]1)([Cl:15])[Cl:16]>>[CH2:1]([OH:2])[CH2:3][N:4]([CH2:5][CH:6]([CH3:7])[OH:8])[CH2:13][CH:12]([CH2:11][C:10]([Cl:9])([Cl:15])[Cl:16])[OH:14]. Starting materials: BrC=1C=CC=2NC3=CC=CC=C3C2C1 (3-bromo-9H-carbazole), C1(=CC=CC=C1)N1C2=CC=CC=C2C=2C=C(C=CC12)B1OC(C(O1)(C)C)(C)C (9-phenyl-3-(4,4,5,5-tetramethyl-1,3,2-dioxaborolan-2-yl)-9H-carbazole), [O-]P(=O)([O-])[O-].[K+].[K+].[K+] (K3PO4). Reagents/catalysts: C=1C=CC(=CC1)/C=C/C(=O)/C=C/C2=CC=CC=C2.C=1C=CC(=CC1)/C=C/C(=O)/C=C/C2=CC=CC=C2.C=1C=CC(=CC1)/C=C/C(=O)/C=C/C2=CC=CC=C2.[Pd].[Pd] (Pd2(dba)3), COC=1C=CC=C(C1C=2C=CC=CC2P(C3CCCCC3)C4CCCCC4)OC (SPhos). The solvent is C1(=CC=CC=C1)C (toluene), O (water). Product: C1=CC(=CC=2C3=CC=CC=C3NC12)C=1C=CC=2NC3=CC=CC=C3C2C1 (9H,9′H-3,3′-bicarbazole). Yield: 73.1%. RXN SMILES: Br[C:2]1[CH:3]=[CH:4][C:5]2[NH:6][C:7]3[C:12]([C:13]=2[CH:14]=1)=[CH:11][CH:10]=[CH:9][CH:8]=3.C1([N:21]2[C:33]3[CH:32]=[CH:31][C:30](B4OC(C)(C)C(C)(C)O4)=[CH:29][C:28]=3[C:27]3[C:22]2=[CH:23][CH:24]=[CH:25][CH:26]=3)C=CC=CC=1.[O-]P([O-])([O-])=O.[K+].[K+].[K+]>C1(C)C=CC=CC=1.O.C1C=CC(/C=C/C(/C=C/C2C=CC=CC=2)=O)=CC=1.C1C=CC(/C=C/C(/C=C/C2C=CC=CC=2)=O)=CC=1.C1C=CC(/C=C/C(/C=C/C2C=CC=CC=2)=O)=CC=1.[Pd].[Pd].COC1C=CC=C(OC)C=1C1C=CC=CC=1P(C1CCCCC1)C1CCCCC1>[CH:4]1[C:5]2[NH:6][C:7]3[C:12](=[CH:11][CH:10]=[CH:9][CH:8]=3)[C:13]=2[CH:14]=[C:2]([C:25]2[CH:24]=[CH:23][C:22]3[NH:21][C:33]4[C:28]([C:27]=3[CH:26]=2)=[CH:29][CH:30]=[CH:31][CH:32]=4)[CH:3]=1 |f:2.3.4.5,8.9.10.11.12|. Reported procedure: A mixture solution of 3-bromo-9H-carbazole (6.75 g, 27.4 mmol), 9-phenyl-3-(4,4,5,5-tetramethyl-1,3,2-dioxaborolan-2-yl)-9H-carbazole (12.15 g, 32.9 mmol), Pd2(dba)3 (0.251 g, 0.274 mmol), SPhos (0.450 g, 1.097 mmol) and K3PO4 (25.3 g, 110 mmol) in toluene (500 mL) and water (50 mL) was refluxed under nitrogen for 10 h. After cooling to room temperature, the reaction mixture was extracted with dichloromethane and washed with brine. The combined organic solutions were dried over Na2SO4, filtered,... Reactants: BrC1=C(C=C(C=C1)C(CC=C)O)F ((±)-4-Bromo-3-fluoro-1-(1-hydroxy-3-buten-1-yl)benzene), CN(C)C=O (DMF), CCOC(=O)C (EtOAc). Reagents/catalysts: [C-]#N.[C-]#N.[Zn+2] (Zn(CN)2), [Pd] (palladium), C=1C=CC(=CC1)[P](C=2C=CC=CC2)(C=3C=CC=CC3)[Pd]([P](C=4C=CC=CC4)(C=5C=CC=CC5)C=6C=CC=CC6)([P](C=7C=CC=CC7)(C=8C=CC=CC8)C=9C=CC=CC9)[P](C=1C=CC=CC1)(C=1C=CC=CC1)C=1C=CC=CC1 (Tetrakis(triphenylphosphine)palladium). Conditions: temperature 80 celsius, time 7 day. Yields the product C(#N)C1=C(C=C(C=C1)C(CC=C)O)F ((±)-4-Cyano-3-fluoro-1-(1-hydroxy-3-buten-1-yl)benzene), aryl bromide. Reaction SMILES: Br[C:2]1[CH:7]=[CH:6][C:5]([CH:8]([OH:12])[CH2:9][CH:10]=[CH2:11])=[CH:4][C:3]=1[F:13].CCOC(C)=O.[CH3:20][N:21](C=O)C>[Pd].[C-]#N.[C-]#N.[Zn+2].C1C=CC([P]([Pd]([P](C2C=CC=CC=2)(C2C=CC=CC=2)C2C=CC=CC=2)([P](C2C=CC=CC=2)(C2C=CC=CC=2)C2C=CC=CC=2)[P](C2C=CC=CC=2)(C2C=CC=CC=2)C2C=CC=CC=2)(C2C=CC=CC=2)C2C=CC=CC=2)=CC=1>[C:20]([C:2]1[CH:7]=[CH:6][C:5]([CH:8]([OH:12])[CH2:9][CH:10]=[CH2:11])=[CH:4][C:3]=1[F:13])#[N:21] |f:4.5.6,^1:34,36,55,74|. Procedure: A solution of the crude product from Step G (39.1 mmol) and Zn(CN)2 (4.59 g, 39.1 mmol) in 50 mL of DMF was degassed by bubbling argon through the mixture for 30 minutes. Tetrakis(triphenylphosphine)palladium (3.15 g, 2.73 mmol) was added, and the reaction was heated to 80° C. The solution was stirred over the course of 7 days, twice adding additional portions (2.0 mmol) of palladium catalyst. After cooling to room temperature, the solution was poured into EtOAc, washed with water and brine, dri... Reactants: N(=O)[O-].[Na+] (sodium nitrite), C(C)(=O)N1CCC2=CC=C(C=C12)N (1-acetyl-6-aminoindoline). Reagents/catalysts: S(=O)(=O)([O-])[O-].[Cu+2] (copper (II) sulfate). Run in O (water), O (water), S(O)(O)(=O)=O (sulfuric acid), O (water). Reaction conditions: time 0.5 hour. Yields the product [OH-].[Na+] (NaOH), C(C)(=O)N1CCC2=CC=C(C=C12)O (1-Acetyl-6-hydroxyindoline). Yield: 43.2%. As a reaction SMILES: [C:1]([N:4]1[C:12]2[C:7](=[CH:8][CH:9]=[C:10](N)[CH:11]=2)[CH2:6][CH2:5]1)(=[O:3])[CH3:2].N([O-])=[O:15].[Na+:17]>S(=O)(=O)(O)O.O.S([O-])([O-])(=O)=O.[Cu+2]>[OH-:3].[Na+:17].[C:1]([N:4]1[C:12]2[C:7](=[CH:8][CH:9]=[C:10]([OH:15])[CH:11]=2)[CH2:6][CH2:5]1)(=[O:3])[CH3:2] |f:1.2,5.6,7.8|. Reported procedure: A solution of 1-acetyl-6-aminoindoline (D62, 12 g, 0.068 mol) in concentrated sulfuric acid (9 ml) and water (137 ml) was cooled to 0° C. and diazotised by the dropwise addition of sodium nitrite (4.8 g) in water (34 ml), maintaining the temperature at below 5° C. After 0.5 h, the reaction mixture was added to a boiling stirred solution of copper (II) sulfate (69 g) in water (120 ml). After evolution of nitrogen had ceased, the mixture was cooled, and the precipitate collected by filtration, was... The reactants are C(C1=CC=CC=C1)[C@H]1N(C(OC1)=O)C(=O)[C@H]1[C@H](OCCC1)C=CC1=CC=CC=C1 ((4R)-4-benzyl-3-[(2R,3R)-2-styryl-tetrahydro-pyran-3-carbonyl]-oxazolidin-2-one), [OH-].[Li+] (lithium hydroxide), S(=O)([O-])[O-].[Na+].[Na+] (sodium sulfite), Cl (hydrogen chloride), OO (hydrogen peroxide). Solvent: O (water), O (water), O (water). Conditions: time 30 minute. Product: C(=CC1=CC=CC=C1)[C@H]1OCCC[C@H]1C(=O)O ((2R,3R)-2-Styryl-tetrahydro-pyran-3-carboxylic acid). Isolated yield 95.0%. As a reaction SMILES: C([C@@H]1COC(=O)N1[C:14]([C@@H:16]1[CH2:21][CH2:20][CH2:19][O:18][C@@H:17]1[CH:22]=[CH:23][C:24]1[CH:29]=[CH:28][CH:27]=[CH:26][CH:25]=1)=[O:15])C1C=CC=CC=1.[OH-].[Li+].OO.S([O-])([O-])=[O:35].[Na+].[Na+].Cl>O>[CH:22]([C@@H:17]1[C@H:16]([C:14]([OH:15])=[O:35])[CH2:21][CH2:20][CH2:19][O:18]1)=[CH:23][C:24]1[CH:29]=[CH:28][CH:27]=[CH:26][CH:25]=1 |f:1.2,4.5.6|. Procedure: To a stirring solution of (4R)-4-benzyl-3-[(2R,3R)-2-styryl-tetrahydro-pyran-3-carbonyl]-oxazolidin-2-one (177 mg, 0.453 mmol) in 4:1 tetrohydrofuran:water (2.27 mL) at 0° C. was added lithium hydroxide (17.3 mg, 0.724 mmol) dissolved in 900 μL of water. To the resulting solution was added 30 wt % aqueous hydrogen peroxide (205 μL) dropwise, and the now pale yellow solution was stirred for 30 min. The solution was then poured into water (50 mL) containing a 1.5 mL-aliquot of 1.3 M sodium sulfite...